Dataset: the Open Reaction Database (ORD), a public repository of structured organic reaction records. Task: describe an organic reaction: reactants, conditions, products, and yield The reactants are O1C(COC2=CC=C(C=C2)C2=CN=NS2)C1 (5-[4(2,3-epoxypropoxy) phenyl]-1,2,3-thiadiazole), C(C)(C)(C)N (t-butylamine). Run in C(C)(C)(C)O (t-butanol). Yields the product C(C)(C)(C)NCC(COC1=CC=C(C=C1)C1=CN=NS1)O (5-[4(3-t-butylamino-2-hydroxypropoxy)phenyl]-1,2,3-thiadiazole). Reaction SMILES: [O:1]1[CH2:16][CH:2]1[CH2:3][O:4][C:5]1[CH:10]=[CH:9][C:8]([C:11]2[S:15][N:14]=[N:13][CH:12]=2)=[CH:7][CH:6]=1.[C:17]([NH2:21])([CH3:20])([CH3:19])[CH3:18]>C(O)(C)(C)C>[C:17]([NH:21][CH2:16][CH:2]([OH:1])[CH2:3][O:4][C:5]1[CH:10]=[CH:9][C:8]([C:11]2[S:15][N:14]=[N:13][CH:12]=2)=[CH:7][CH:6]=1)([CH3:20])([CH3:19])[CH3:18]. Procedure details: A mixture of 1.5 g. of 5-[4(2,3-epoxypropoxy) phenyl]-1,2,3-thiadiazole, 45 ml. of t-butylamine and 5 ml. of t-butanol is stirred at room temperature for 96 hours. It is then evaporated to dryness under reduced pressure and the residue crystallized from methanol-ether to afford the pure 5-[4(3-t-butylamino-2-hydroxypropoxy)phenyl]-1,2,3-thiadiazole, m.p. 133°-134° C; λmax 225-226, 314 nm (ε 760, 12300) ir 3390, 3210, 1655, 1615 cm-1. Reactants: C(C)OCC(=O)Cl (Ethoxyacetyl chloride), NC=1C=NC2=CC=CC=C2C1NCCC1(CC1)O (1-[2-(3-aminoquinolin-4-ylamino)ethyl]cyclopropanol). Solvent: ClCCl (dichloromethane). Run at temperature 2.5 celsius, time 60 minute. Product: Cl.C(C)OCC(=O)NC=1C=NC2=CC=CC=C2C1NCCC1(CC1)O (2-ethoxy-N-{4-[2-(1-hydroxycyclopropyl)ethylamino]quinolin-3-yl}acetamide hydrochloride). RXN SMILES: [CH2:1]([O:3][CH2:4][C:5]([Cl:7])=[O:6])[CH3:2].[NH2:8][C:9]1[CH:10]=[N:11][C:12]2[C:17]([C:18]=1[NH:19][CH2:20][CH2:21][C:22]1([OH:25])[CH2:24][CH2:23]1)=[CH:16][CH:15]=[CH:14][CH:13]=2>ClCCl>[ClH:7].[CH2:1]([O:3][CH2:4][C:5]([NH:8][C:9]1[CH:10]=[N:11][C:12]2[C:17]([C:18]=1[NH:19][CH2:20][CH2:21][C:22]1([OH:25])[CH2:23][CH2:24]1)=[CH:16][CH:15]=[CH:14][CH:13]=2)=[O:6])[CH3:2] |f:3.4|. Procedure: Ethoxyacetyl chloride (0.43 mL) was added to a cooled (0° C.) solution of 1-[2-(3-aminoquinolin-4-ylamino)ethyl]cyclopropanol (3.85 mmol) in dichloromethane (16 mL). The reaction mixture was stirred at 0-5° C. for 60 minutes and then concentrated under reduced pressure to provide crude 2-ethoxy-N-{4-[2-(1-hydroxycyclopropyl)ethylamino]quinolin-3-yl}acetamide hydrochloride.